From a dataset of the Open Reaction Database (ORD), a public repository of structured organic reaction records. describe an organic reaction: reactants, conditions, products, and yield Procedure: To a solution (20 ml) of 2.78 g (20 mmol) of ethyl pyrrole-3-carboxylate in benzene was added tridecanoyl chloride prepared from 4.28 g (20 mml) of tridecanoic acid in a conventional manner, followed by further dropwise addition of 3.5 ml (30 mmol) of stannic chloride. After the addition, the mixture was stirred for 15 hours at room temperature, treated with diluted hydrochloric acid and extracted with ethyl acetate. The extract was washed with water and dried over anhydrous magnesium sulfate. A... Solvent: C1=CC=CC=C1 (benzene). Conditions: time 15 hour. Reaction SMILES: [NH:1]1[CH:5]=[CH:4][C:3]([C:6]([O:8][CH2:9][CH3:10])=[O:7])=[CH:2]1.[C:11](Cl)(=[O:24])[CH2:12][CH2:13][CH2:14][CH2:15][CH2:16][CH2:17][CH2:18][CH2:19][CH2:20][CH2:21][CH2:22][CH3:23].C(O)(=O)CCCCCCCCCCCC.Cl>C1C=CC=CC=1>[C:11]([C:5]1[NH:1][CH:2]=[C:3]([C:6]([O:8][CH2:9][CH3:10])=[O:7])[CH:4]=1)(=[O:24])[CH2:12][CH2:13][CH2:14][CH2:15][CH2:16][CH2:17][CH2:18][CH2:19][CH2:20][CH2:21][CH2:22][CH3:23]. The product is C(CCCCCCCCCCCC)(=O)C1=CC(=CN1)C(=O)OCC (ethyl 5-tridecanoylpyrrole-3-carboxylate). The reactants are C(CCCCCCCCCCCC)(=O)O (tridecanoic acid), stannic chloride, solution, N1C=C(C=C1)C(=O)OCC (ethyl pyrrole-3-carboxylate), C(CCCCCCCCCCCC)(=O)Cl (tridecanoyl chloride), Cl (hydrochloric acid). The yield is 72.0%. The reactants are C1(\C=C/C(=O)O1)=O (maleic anhydride), C(CCCCCCCCCCC)O (lauryl alcohol). Run in C1(=CC=CC=C1)C (toluene). Product: C(CCCCCCCCCCC)OC(\C=C/C(=O)O)=O (maleic acid monolauryl ester). RXN SMILES: [C:1]1(=[O:7])[O:6][C:4](=[O:5])[CH:3]=[CH:2]1.[CH2:8]([OH:20])[CH2:9][CH2:10][CH2:11][CH2:12][CH2:13][CH2:14][CH2:15][CH2:16][CH2:17][CH2:18][CH3:19]>C1(C)C=CC=CC=1>[CH2:8]([O:20][C:4](=[O:5])/[CH:3]=[CH:2]\[C:1]([OH:6])=[O:7])[CH2:9][CH2:10][CH2:11][CH2:12][CH2:13][CH2:14][CH2:15][CH2:16][CH2:17][CH2:18][CH3:19]. Procedure: Into an autoclave, were charged 295 parts of maleic anhydride, 570 parts of lauryl alcohol and 85 parts of toluene. The mixture was reacted at 60° C. for 5 hours under sealed condition, to obtain maleic acid monolauryl ester, containing 0.2% unreacted maleic anhydride. After adding to the mixture, 5 parts of sodium hydroxide, 275 parts of allyl chloride and 375 parts of triethyl amine, an atmosphere was substituted with nitrogen. The mixture was reacted at 80° C. for 8 hours, and cooled to a roo... Reactants: N#N (N2), C1(CCC1)C1=NC(=C2C(=NC=NN21)N)I (7-cyclobutyl-5-iodo-imidazo[5,1-f][1,2,4]triazin-4-ylamine), FC=1C(=CC=C2C=CC(=NC12)C1=CC=CC=C1)B1OC(C(O1)(C)C)(C)C (8-fluoro-2-phenyl-7-(4,4,5,5-tetramethyl-[1,3,2]dioxaborolan-2-yl)quinoline), C([O-])([O-])=O.[Cs+].[Cs+] (cesium carbonate), C([O-])(O)=O.[Na+] (sodium bicarbonate). The reagents and catalysts are C=1C=CC(=CC1)[P](C=2C=CC=CC2)(C=3C=CC=CC3)[Pd]([P](C=4C=CC=CC4)(C=5C=CC=CC5)C=6C=CC=CC6)([P](C=7C=CC=CC7)(C=8C=CC=CC8)C=9C=CC=CC9)[P](C=1C=CC=CC1)(C=1C=CC=CC1)C=1C=CC=CC1 (Tetrakis(triphenylphosphine)palladium(0)). The solvent is C(OC)COC (dimethoxyethane), O (H2O). Conditions: temperature 75 celsius. The product is C1(CCC1)C1=NC(=C2C(=NC=NN21)N)C2=CC=C1C=CC(=NC1=C2F)C2=CC=CC=C2 (7-Cyclobutyl-5-(8-fluoro-2-phenyl-quinolin-7-yl)-imidazo[5,1-f][1,2,4]triazin-4-ylamine). As a reaction SMILES: [CH:1]1([C:5]2[N:13]3[C:8]([C:9]([NH2:14])=[N:10][CH:11]=[N:12]3)=[C:7](I)[N:6]=2)[CH2:4][CH2:3][CH2:2]1.[F:16][C:17]1[C:18](B2OC(C)(C)C(C)(C)O2)=[CH:19][CH:20]=[C:21]2[C:26]=1[N:25]=[C:24]([C:27]1[CH:32]=[CH:31][CH:30]=[CH:29][CH:28]=1)[CH:23]=[CH:22]2.C(=O)([O-])[O-].[Cs+].[Cs+].N#N.C(=O)(O)[O-].[Na+]>C(COC)OC.O.C1C=CC([P]([Pd]([P](C2C=CC=CC=2)(C2C=CC=CC=2)C2C=CC=CC=2)([P](C2C=CC=CC=2)(C2C=CC=CC=2)C2C=CC=CC=2)[P](C2C=CC=CC=2)(C2C=CC=CC=2)C2C=CC=CC=2)(C2C=CC=CC=2)C2C=CC=CC=2)=CC=1>[CH:1]1([C:5]2[N:13]3[C:8]([C:9]([NH2:14])=[N:10][CH:11]=[N:12]3)=[C:7]([C:18]3[C:17]([F:16])=[C:26]4[C:21]([CH:22]=[CH:23][C:24]([C:27]5[CH:28]=[CH:29][CH:30]=[CH:31][CH:32]=5)=[N:25]4)=[CH:20][CH:19]=3)[N:6]=2)[CH2:4][CH2:3][CH2:2]1 |f:2.3.4,6.7,^1:65,67,86,105|. Procedure: A stirred solution of 7-cyclobutyl-5-iodo-imidazo[5,1-f][1,2,4]triazin-4-ylamine (40 mg, 0.1 mmol), 8-fluoro-2-phenyl-7-(4,4,5,5-tetramethyl-[1,3,2]dioxaborolan-2-yl)quinoline (52 mg, 0.15 mmol) and cesium carbonate (50 mg, 0.15 mmol) in dimethoxyethane (DME) (1.67 mL) and H2O (0.33 mL) was degassed for 10 minutes using N2. Tetrakis(triphenylphosphine)palladium(0) (7 mg, 0.006 mmol) was added, and the reaction was heated to 75° C. and maintained at this temperature for 16 hours. After cooling, t... Starting materials: CC(Cc1ccc(C(=O)Oc2ccc(C(=N)N)cc2)o1)C(=O)O, NCCc1ccccc1, O=C(O)C(F)(F)F, c1ccncc1. Product: CC(Cc1ccc(C(=O)Oc2ccc(C(=N)N)cc2)o1)C(=O)NCCc1ccccc1, O=C(O)C(F)(F)F. Reaction SMILES: [C:8]([NH2:9])(=[NH:10])[c:11]1[cH:12][cH:13][c:14]([O:15][C:16](=[O:17])[c:18]2[cH:19][cH:20][c:21]([CH2:23][CH:24]([C:25](=[O:26])[OH:27])[CH3:28])[o:22]2)[cH:29][cH:30]1.[CH2:31]([CH2:32][c:33]1[cH:34][cH:35][cH:36][cH:37][cH:38]1)[NH2:39].[F:1][C:2]([C:3](=[O:4])[OH:5])([F:6])[F:7].[cH:40]1[cH:41][cH:42][n:43][cH:44][cH:45]1>>[C:8]([NH2:9])(=[NH:10])[c:11]1[cH:12][cH:13][c:14]([O:15][C:16](=[O:17])[c:18]2[cH:19][cH:20][c:21]([CH2:23][CH:24]([C:25](=[O:27])[NH:39][CH2:31][CH2:32][c:33]3[cH:34][cH:35][cH:36][cH:37][cH:38]3)[CH3:28])[o:22]2)[cH:29][cH:30]1.[F:1][C:2]([C:3](=[O:4])[OH:5])([F:6])[F:7]. Reactants: BrC=1C=C2CC(N(C2=CC1C#N)C)=O (5-bromo-1-methyl-2-oxo-2,3-dihydro-1H-indole-6-carbonitrile), N1=CC(=CC=C1)B(O)O (3-pyridine boronic acid), COCCOC (1,2-dimethoxyethane), C([O-])([O-])=O.[Na+].[Na+] (sodium carbonate), polystyrene triphenylphosphine palladium (0), PPh3 Pd(0). Reagents/catalysts: C=1C=CC(=CC1)[P](C=2C=CC=CC2)(C=3C=CC=CC3)[Pd]([P](C=4C=CC=CC4)(C=5C=CC=CC5)C=6C=CC=CC6)([P](C=7C=CC=CC7)(C=8C=CC=CC8)C=9C=CC=CC9)[P](C=1C=CC=CC1)(C=1C=CC=CC1)C=1C=CC=CC1 (tetrakis(triphenylphosphine)palladium(0)). Solvent: ClCCl (dichloromethane). Conditions: temperature 100 celsius. Yields the product CN1C(CC2=CC(=C(C=C12)C#N)C=1C=NC=CC1)=O (1-methyl-2-oxo-5-pyridin-3-yl-2,3-dihydro-1H-indole-6-carbonitrile). As a reaction SMILES: Br[C:2]1[CH:3]=[C:4]2[C:8](=[CH:9][C:10]=1[C:11]#[N:12])[N:7]([CH3:13])[C:6](=[O:14])[CH2:5]2.[N:15]1[CH:20]=[CH:19][CH:18]=[C:17](B(O)O)[CH:16]=1.COCCOC.C(=O)([O-])[O-].[Na+].[Na+]>ClCCl.C1C=CC([P]([Pd]([P](C2C=CC=CC=2)(C2C=CC=CC=2)C2C=CC=CC=2)([P](C2C=CC=CC=2)(C2C=CC=CC=2)C2C=CC=CC=2)[P](C2C=CC=CC=2)(C2C=CC=CC=2)C2C=CC=CC=2)(C2C=CC=CC=2)C2C=CC=CC=2)=CC=1>[CH3:13][N:7]1[C:8]2[C:4](=[CH:3][C:2]([C:17]3[CH:16]=[N:15][CH:20]=[CH:19][CH:18]=3)=[C:10]([C:11]#[N:12])[CH:9]=2)[CH2:5][C:6]1=[O:14] |f:3.4.5,^1:42,44,63,82|. Procedure details: To 5-bromo-1-methyl-2-oxo-2,3-dihydro-1H-indole-6-carbonitrile (58 mg, 0.23 mmol) was added 3-pyridine boronic acid (CAS#1692-25-7, 28 mg, 0.23 mmol), 1,2-dimethoxyethane (2.0 mL) and 2 M aqueous sodium carbonate (0.230 mL, 0.46 mmol). The reaction mixture was degassed and placed under an argon atmosphere, at which time resin bound tetrakis(triphenylphosphine)palladium(0), specifically polystyrene triphenylphosphine palladium (0) [PS—PPh3-Pd(0) (Biotage), 0.09 mmol/g loading, (105 mg, 0.009 mmol...